This data is from the Open Reaction Database (ORD), a public repository of structured organic reaction records. The task is: describe an organic reaction: reactants, conditions, products, and yield The reactants are FC(CN1C(C2=CC=CC=C2C1=O)=O)(C(C1=CC(=CC=C1)[N+](=O)[O-])F)F (2-(2,2,3-trifluoro-3-(3-nitrophenyl)propyl)isoindoline-1,3-dione). Solvent: C(C)O (ethanol), O1CCCC1 (tetrahydrofuran), O.NN (hydrazine monohydrate). Run at time 18 hour. The product is FC(CN)(C(C1=CC(=CC=C1)[N+](=O)[O-])F)F (2,2,3-trifluoro-3-(3-nitrophenyl)propan-1-amine). Isolated yield 65.6%. Reaction SMILES: [F:1][C:2]([F:26])([CH:15]([F:25])[C:16]1[CH:21]=[CH:20][CH:19]=[C:18]([N+:22]([O-:24])=[O:23])[CH:17]=1)[CH2:3][N:4]1C(=O)C2C(=CC=CC=2)C1=O>C(O)C.O1CCCC1.O.NN>[F:1][C:2]([F:26])([CH:15]([F:25])[C:16]1[CH:21]=[CH:20][CH:19]=[C:18]([N+:22]([O-:24])=[O:23])[CH:17]=1)[CH2:3][NH2:4] |f:3.4|. Reported procedure: To a solution of 2-(2,2,3-trifluoro-3-(3-nitrophenyl)propyl)isoindoline-1,3-dione (C33, 531 mg) in ethanol (4 mL) and tetrahydrofuran (4 mL), hydrazine monohydrate (349 μL) was added at room temperature, and the mixture was stirred at the same temperature for 18 hours. The insoluble matter was removed by filtration, and then the solvent was evaporated under reduced pressure to obtain 2,2,3-trifluoro-3-(3-nitrophenyl)propan-1-amine (C34, 224 mg).